The task is: describe an organic reaction: reactants, conditions, products, and yield. This data is from the Open Reaction Database (ORD), a public repository of structured organic reaction records. Reaction SMILES: [CH2:1]([N:8]1[CH2:13][CH2:12][N:11]([C:14]2[CH:18]=[C:17]([C:19]3[CH:24]=[CH:23][CH:22]=[CH:21][CH:20]=3)[C:16]3([CH:29]=[CH:28][C:27](=[O:30])[CH:26]=[CH:25]3)[N:15]=2)[CH2:10][CH2:9]1)[C:2]1[CH:7]=[CH:6][CH:5]=[CH:4][CH:3]=1>C(Cl)Cl>[CH2:1]([N:8]1[CH2:13][CH2:12][N:11]([C:14]2[N:15]3[CH:29]=[CH:28][C:27](=[O:30])[CH:26]=[CH:25][C:16]3=[C:17]([C:19]3[CH:20]=[CH:21][CH:22]=[CH:23][CH:24]=3)[CH:18]=2)[CH2:10][CH2:9]1)[C:2]1[CH:7]=[CH:6][CH:5]=[CH:4][CH:3]=1. The solvent is C(Cl)Cl (methylene chloride). Product: C(C1=CC=CC=C1)N1CCN(CC1)C1=CC(=C2N1C=CC(C=C2)=O)C2=CC=CC=C2 (3-(4-benzyl-1-piperazinyl)-1-phenyl-7H-pyrrolo[1,2-a]azepin-7-one). The reactants are C(C1=CC=CC=C1)N1CCN(CC1)C1=NC2(C(=C1)C1=CC=CC=C1)C=CC(C=C2)=O (2-(4-Benzyl-1-piperazinyl)-4-phenyl-1-azaspiro[4.5]deca-1,3,6,9-tetraen-8-one). The yield is 71.9%. Conditions: temperature 20 celsius. Procedure: 2-(4-Benzyl-1-piperazinyl)-4-phenyl-1-azaspiro[4.5]deca-1,3,6,9-tetraen-8-one (14.6 g) is heated for 10 minutes to a temperature of about 200° C. After being cooled to a temperature of about 20° C., the residue obtained is dissolved in methylene chloride (500 cc) and the solution is poured into silica (300 g) contained in a column 4.2 cm in diameter. Elution is performed first with pure methylene chloride (4 liters); the corresponding eluate is rejected. Elution is then performed with a mixture ... The reactants are Cl (HCl), BrC1=C2C(=C(N(C2=CC(=C1)F)CCCC(=O)OCC)C(=O)OC)SC1=CC=C(C=C1)Cl (Methyl 4-bromo-3-[(4-chlorophenyl)sulfanyl]-1-(4-ethoxy-4-oxobutyl)-6-fluoro-1H-indole-2-carboxylate), CC(C)([O-])C.[K+] (potassium t-butoxide), solution. Solvent: C1CCOC1 (THF), C1CCOC1 (THF). Conditions: temperature 0 celsius, time 2 hour. Yields the product BrC1=C2C(=C3N(C2=CC(=C1)F)CCC(C3=O)C(=O)OCC)SC3=CC=C(C=C3)Cl ((+/−)-Ethyl 1-bromo-10-[(4-chlorophenyl)sulfanyl]-3-fluoro-9-oxo-6,7,8,9-tetrahydropyrido[1,2-a]indole-8-carboxylate). Yield: 89.5%. RXN SMILES: [Br:1][C:2]1[CH:10]=[C:9]([F:11])[CH:8]=[C:7]2[C:3]=1[C:4]([S:24][C:25]1[CH:30]=[CH:29][C:28]([Cl:31])=[CH:27][CH:26]=1)=[C:5]([C:20]([O:22]C)=O)[N:6]2[CH2:12][CH2:13][CH2:14][C:15]([O:17][CH2:18][CH3:19])=[O:16].CC(C)([O-])C.[K+].Cl>C1COCC1>[Br:1][C:2]1[CH:10]=[C:9]([F:11])[CH:8]=[C:7]2[C:3]=1[C:4]([S:24][C:25]1[CH:26]=[CH:27][C:28]([Cl:31])=[CH:29][CH:30]=1)=[C:5]1[C:20](=[O:22])[CH:14]([C:15]([O:17][CH2:18][CH3:19])=[O:16])[CH2:13][CH2:12][N:6]12 |f:1.2|. Procedure details: To a solution of the indole of Step 2 (460 mg, 0.9 mmol) in THF (100 mL) at 0° C. was added potassium t-butoxide (1.2 mL of a 1M solution in THF The reaction mixture was stirred for 2 hours at 0° C. and 1N HCl was added. The phases were separated and the aqueous layer was extracted with EtOAc. The combined organic layers were dried over Na2SO4 and concentrated to give 400 mg of a pale yellow solid used as such.